From a dataset of the Open Reaction Database (ORD), a public repository of structured organic reaction records. describe an organic reaction: reactants, conditions, products, and yield Procedure details: Ethyl 3-(4-{[3-(2-{[tert-butyl(dimethyl)silyl]oxy}ethoxy)-5-phenoxybenzyl]oxy}-3-fluorophenyl)propanoate (0.43 g, 0.75 mmol) was dissolved in a solution of tetrabutylammonium fluoride in THF (3 mL, 3.00 mmol), and then the mixture was stirred at room temperature for 3 hours. The reaction mixture was diluted with ethyl acetate, washed with water, and concentrated under reduced pressure. The resulting residue was purified with silica gel column chromatography (hexane/ethyl acetate=5:5) to give the... Run at time 3 hour. As a reaction SMILES: [Si]([O:8][CH2:9][CH2:10][O:11][C:12]1[CH:13]=[C:14]([CH:31]=[C:32]([O:34][C:35]2[CH:40]=[CH:39][CH:38]=[CH:37][CH:36]=2)[CH:33]=1)[CH2:15][O:16][C:17]1[CH:22]=[CH:21][C:20]([CH2:23][CH2:24][C:25]([O:27][CH2:28][CH3:29])=[O:26])=[CH:19][C:18]=1[F:30])(C(C)(C)C)(C)C.C1COCC1>[F-].C([N+](CCCC)(CCCC)CCCC)CCC.C(OCC)(=O)C>[F:30][C:18]1[CH:19]=[C:20]([CH2:23][CH2:24][C:25]([O:27][CH2:28][CH3:29])=[O:26])[CH:21]=[CH:22][C:17]=1[O:16][CH2:15][C:14]1[CH:31]=[C:32]([O:34][C:35]2[CH:40]=[CH:39][CH:38]=[CH:37][CH:36]=2)[CH:33]=[C:12]([O:11][CH2:10][CH2:9][OH:8])[CH:13]=1 |f:2.3|. Isolated yield 73.3%. Yields the product FC=1C=C(C=CC1OCC1=CC(=CC(=C1)OC1=CC=CC=C1)OCCO)CCC(=O)OCC (Ethyl 3-(3-fluoro-4-{[3-(2-hydroxyethoxy)-5-phenoxybenzyl]oxy}phenyl)propanoate). The solvent is C(C)(=O)OCC (ethyl acetate), [F-].C(CCC)[N+](CCCC)(CCCC)CCCC (tetrabutylammonium fluoride). The reactants are [Si](C)(C)(C(C)(C)C)OCCOC=1C=C(COC2=C(C=C(C=C2)CCC(=O)OCC)F)C=C(C1)OC1=CC=CC=C1 (Ethyl 3-(4-{[3-(2-{[tert-butyl(dimethyl)silyl]oxy}ethoxy)-5-phenoxybenzyl]oxy}-3-fluorophenyl)propanoate), C1CCOC1 (THF). Starting materials: BrC=1C=C(C=CC1)C1(CCOCC1)C#N (4-(3-Bromo-phenyl)-tetrahydro-pyran-4-carbonitrile), C(=O)([O-])[O-].[Na+].[Na+] (Na2CO3), C(=O)([O-])[O-].[Cs+].[Cs+] (Cs2CO3), C(C)(=O)NC1=CC=C(C=C1)S (4-acetamidothiophenol). Run in CN1CCCC1=O (N-methyl pyrrolidinone), O (water). Conditions: temperature 130 celsius. Yields the product C(#N)C1(CCOCC1)C=1C=C(C=CC1)SC1=CC=C(C=C1)NC(C)=O (N-{4-[3-(4-Cyano-tetrahydro-pyran-4-yl)-phenyl sulfanyl]-phenyl}acetamide). Yield: 79.5%. RXN SMILES: Br[C:2]1[CH:3]=[C:4]([C:8]2([C:14]#[N:15])[CH2:13][CH2:12][O:11][CH2:10][CH2:9]2)[CH:5]=[CH:6][CH:7]=1.C([O-])([O-])=O.[Na+].[Na+].C([O-])([O-])=O.[Cs+].[Cs+].[C:28]([NH:31][C:32]1[CH:37]=[CH:36][C:35]([SH:38])=[CH:34][CH:33]=1)(=[O:30])[CH3:29]>CN1C(=O)CCC1.O>[C:14]([C:8]1([C:4]2[CH:3]=[C:2]([S:38][C:35]3[CH:34]=[CH:33][C:32]([NH:31][C:28](=[O:30])[CH3:29])=[CH:37][CH:36]=3)[CH:7]=[CH:6][CH:5]=2)[CH2:13][CH2:12][O:11][CH2:10][CH2:9]1)#[N:15] |f:1.2.3,4.5.6|. Procedure: 4-(3-Bromo-phenyl)-tetrahydro-pyran-4-carbonitrile (1.33 g) was mixed with Na2CO3 (1.59 g), Cs2CO3 (0.651 g) and 4-acetamidothiophenol (1 g) in N-methyl pyrrolidinone (15 mL). The reaction mixture was heated at 130° C. overnight. After cooling, the mixture was poured into iced water. The product precipitated out as a solid, was collected by suction filtration. The solid was recrystallized from a mixture of EtOAc and hexanes to provide N-{4-[3-(4-Cyano-tetrahydro-pyran-4-yl)-phenyl sulfanyl]-phen...